Dataset: the Open Reaction Database (ORD), a public repository of structured organic reaction records. Task: describe an organic reaction: reactants, conditions, products, and yield Reactants: O (water), NC=1C(=C(C(=O)O)C=CC1Cl)Cl (3-amino-2,4-dichlorobenzoic acid), O1CCCC1 (tetrahydrofuran), B(F)(F)F.O1CCCC1 (borontrifluoride tetrahydrofuran), solution, C(Cl)Cl (methylene chloride). Run at temperature 8 celsius, time 1 hour. Yields the product NC=1C(=C(CO)C=C(C1)Cl)Cl (3-amino-2,5-dichlorobenzyl alcohol). Reaction SMILES: [NH2:1][C:2]1[C:3]([Cl:12])=[C:4]([CH:8]=[CH:9][C:10]=1Cl)[C:5](O)=[O:6].O1CCCC1.B(F)(F)F.O1CCCC1.O.C(Cl)[Cl:29]>>[NH2:1][C:2]1[C:3]([Cl:12])=[C:4]([CH:8]=[C:9]([Cl:29])[CH:10]=1)[CH2:5][OH:6] |f:2.3|. Procedure: Into a 1 liter three-neck flask was introduced 40 g (0.19 mole) of 3-amino-2,4-dichlorobenzoic acid and 150 ml of tetrahydrofuran. The solution was cooled to 8°-10° C. in an ice bath. A borontrifluoride-tetrahydrofuran (1M) solution (280 ml) was added dropwise over a period of 1 hr. After being stirred at 8° C. for an additional 1 hr. the solution was allowed to warm up slowly to room temperature. The reaction flask was then cooled again in an ice bath and 50 ml of water was added through a drop... The reactants are OCC1(CC1)NC(OC(C)(C)C)=O (tert-butyl [1-(hydroxymethyl)cyclopropyl]carbamate), N12CCCCCC2=NCCC1 (1,8-diazabicyclo[5.4.0]undec-7-ene), C1(=CC=CC=C1)P(=O)(C1=CC=CC=C1)N=[N+]=[N-] (diphenylphosphoryl azide), N12CCCCCC2=NCCC1 (1,8-diazabicyclo[5.4.0]undec-7-ene), C1(=CC=CC=C1)P(=O)(C1=CC=CC=C1)N=[N+]=[N-] (diphenylphosphoryl azide). The solvent is CN(C=O)C (N,N-dimethylformamide), O (water). Reaction conditions: temperature 80 celsius, time 3 hour. The product is N(=[N+]=[N-])CC1(CC1)NC(OC(C)(C)C)=O (tert-Butyl [1-(azidomethyl)cyclopropyl]carbamate). RXN SMILES: O[CH2:2][C:3]1([NH:6][C:7](=[O:13])[O:8][C:9]([CH3:12])([CH3:11])[CH3:10])[CH2:5][CH2:4]1.N12CCCN=C1CCCCC2.C1(P([N:39]=[N+:40]=[N-:41])(C2C=CC=CC=2)=O)C=CC=CC=1>CN(C)C=O.O>[N:39]([CH2:2][C:3]1([NH:6][C:7](=[O:13])[O:8][C:9]([CH3:12])([CH3:11])[CH3:10])[CH2:5][CH2:4]1)=[N+:40]=[N-:41]. Reported procedure: To a solution of tert-butyl [1-(hydroxymethyl)cyclopropyl]carbamate (1 g, 5.3 mmol) in N,N-dimethylformamide (20 mL) was added 1,8-diazabicyclo[5.4.0]undec-7-ene (1.22 g, 8.0 mmol) and diphenylphosphoryl azide (2.33 g, 8.00 mmol). After the mixture was stirred at 80° C. for 3 hours, another batch of 1,8-diazabicyclo[5.4.0]undec-7-ene (1.22 g, 8.0 mmol) and diphenylphosphoryl azide (2.33 g, 8.00 mmol) was introduced and the mixture was stirred at 80° C. for another 2 hours. The resulting mixture ...